Dataset: the Open Reaction Database (ORD), a public repository of structured organic reaction records. Task: describe an organic reaction: reactants, conditions, products, and yield The product is C(C)SC1=NC=C2N1C(=CC=C2)[Sn](CCCC)(CCCC)CCCC (3-ethylsulfanyl-5-tributylstannyl-imidazo[1,5-a]pyridine). Reported procedure: n-Butyllithium (1.6 M, 4.2 mL, 6.7 mmol) is added slowly to a solution of the title B compound, 3-ethylsulfanyl-5-methyl-imidazo[1,5-a]pyridine (1.14 g, 6.4 mmol) in anhydrous THF (7 mL) at −78° C. The resulting solution is stirred at −78° C. for 1 h and tributyltinchloride (2.0 mL, 7.4 mmol) is added. The reaction is stirred at −78° C. for 1 h further, and then allowed slowly to warm to RT overnight. The reaction is quenched by addition of saturated aqueous ammonium chloride (15 mL) and the mix... RXN SMILES: C([Li])CCC.[CH2:6]([S:8][C:9]1[N:13]2[C:14](C)=[CH:15][CH:16]=[CH:17][C:12]2=[CH:11][N:10]=1)[CH3:7].[CH2:19]([Sn:23](Cl)([CH2:28][CH2:29][CH2:30][CH3:31])[CH2:24][CH2:25][CH2:26][CH3:27])[CH2:20][CH2:21][CH3:22]>C1COCC1>[CH2:6]([S:8][C:9]1[N:13]2[C:14]([Sn:23]([CH2:24][CH2:25][CH2:26][CH3:27])([CH2:28][CH2:29][CH2:30][CH3:31])[CH2:19][CH2:20][CH2:21][CH3:22])=[CH:15][CH:16]=[CH:17][C:12]2=[CH:11][N:10]=1)[CH3:7]. Run in C1CCOC1 (THF). Reactants: C(CCC)[Li] (n-Butyllithium), C(C)SC1=NC=C2N1C(=CC=C2)C (3-ethylsulfanyl-5-methyl-imidazo[1,5-a]pyridine), C(CCC)[Sn](CCCC)(CCCC)Cl (tributyltinchloride). Conditions: temperature -78 celsius, time 1 hour. The reactants are CCN=C=NCCCN(C)C, NCc1ccc(Cl)cc1, Cl, CN(C)C=O, O, Cc1ccc2ccc(C(=O)O)c(O)c2n1, On1nnc2ccccc21. The product is Cc1ccc2ccc(C(=O)NCc3ccc(Cl)cc3)c(O)c2n1. Reaction SMILES: [CH3:26][N:27]([CH3:28])[CH2:29][CH2:30][CH2:31][N:32]=[C:33]=[N:34][CH2:35][CH3:36].[Cl:16][c:17]1[cH:18][cH:19][c:20]([CH2:21][NH2:22])[cH:23][cH:24]1.[ClH:25].[O:48]=[CH:49][N:50]([CH3:51])[CH3:52].[OH2:37].[OH:1][c:2]1[c:3]([C:13](=[O:14])[OH:15])[cH:4][cH:5][c:6]2[cH:7][cH:8][c:9]([CH3:12])[n:10][c:11]12.[OH:38][n:39]1[c:40]2[cH:41][cH:42][cH:43][cH:44][c:45]2[n:46][n:47]1>>[OH:1][c:2]1[c:3]([C:13](=[O:15])[NH:22][CH2:21][c:20]2[cH:19][cH:18][c:17]([Cl:16])[cH:24][cH:23]2)[cH:4][cH:5][c:6]2[cH:7][cH:8][c:9]([CH3:12])[n:10][c:11]12. Reactants: O=[O+][O-] (ozone), O=[O+][O-] (ozone), C(C=CC)C1C(C2=CC(=CC=C2C1)Cl)=O ((RS)-2-(2-buten-1-yl)-6-chloro-1-indanone). Run in ClCCl (dichloro-methane), CO (methanol). Conditions: time 45 minute. Yields the product O=CCC1C(C2=CC(=CC=C2C1)Cl)=O ((RS)-2-(2-oxoethyl)-6-chloro-1-indanone). The yield is 85.0%. As a reaction SMILES: [O:1]=[O+][O-].[CH2:4]([CH:8]1[CH2:16][C:15]2[C:10](=[CH:11][C:12]([Cl:17])=[CH:13][CH:14]=2)[C:9]1=[O:18])[CH:5]=CC>ClCCl.CO>[O:1]=[CH:5][CH2:4][CH:8]1[CH2:16][C:15]2[C:10](=[CH:11][C:12]([Cl:17])=[CH:13][CH:14]=2)[C:9]1=[O:18]. Procedure details: An ozone stream (3 g ozone/hour) was conducted for 45 minutes while stirring through a solution, cooled to -70°, of 10.3 g of (RS)-2-(2-buten-1-yl)-6-chloro-1-indanone in 200 ml of anhydrous dichloro-methane and 100 ml of anhydrous methanol. Subsequently, the mixture was flushed with oxygen for 5 minutes and with argon for 10 minutes. After the addition of 5.13 ml of dimethyl sulfide, the mixture was stirred at room temperature for 16 hours. The reaction mixture was evaporated in a vacuum. The r... Reactants: ClC=1C=CC=C2CCC(CC12)=O (8-chloro-2-tetralone), C1(=CC=CC=C1)N1CNC(C12CCNCC2)=O (1-phenyl-1,3,8-triazaspiro[4.5]decan-4-one). Yields the product Cl.ClC=1C=CC=C2CCC(CC12)N1CCC2(C(NCN2C2=CC=CC=C2)=O)CC1 (8-(8-Chloro-1,2,3,4-tetrahydro-2-naphthyl)-1-phenyl-1,3,8-triaza-spiro[4.5]decan-4 -one hydrochloride). Reaction SMILES: [Cl:1][C:2]1[CH:3]=[CH:4][CH:5]=[C:6]2[C:11]=1[CH2:10][C:9](=O)[CH2:8][CH2:7]2.[C:13]1([N:19]2[C:23]3([CH2:28][CH2:27][NH:26][CH2:25][CH2:24]3)[C:22](=[O:29])[NH:21][CH2:20]2)[CH:18]=[CH:17][CH:16]=[CH:15][CH:14]=1>>[ClH:1].[Cl:1][C:2]1[CH:3]=[CH:4][CH:5]=[C:6]2[C:11]=1[CH2:10][CH:9]([N:26]1[CH2:25][CH2:24][C:23]3([N:19]([C:13]4[CH:18]=[CH:17][CH:16]=[CH:15][CH:14]=4)[CH2:20][NH:21][C:22]3=[O:29])[CH2:28][CH2:27]1)[CH2:8][CH2:7]2 |f:2.3|. Procedure details: The title compound, m.p. 286-290° C. was prepared in accordance with the general method of example 1 from 8-chloro-2-tetralone and 1-phenyl-1,3,8-triazaspiro[4.5]decan-4-one. Starting materials: COc1ccc(CN2CCc3cc(Br)ccc3C2=O)cc1, O=C([O-])[O-], CC(=O)[O-], CC(=O)[O-], CC(C)C=O, [Cs+], [Cs+], C1COCCO1, [Pd+2]. Yields the product COc1ccc(CN2CCc3cc(C(C)(C)C=O)ccc3C2=O)cc1. As a reaction SMILES: [Br:1][c:2]1[cH:3][c:4]2[c:9]([cH:10][cH:11]1)[C:8](=[O:12])[N:7]([CH2:13][c:14]1[cH:15][cH:16][c:17]([O:20][CH3:21])[cH:18][cH:19]1)[CH2:6][CH2:5]2.[C:22](=[O:23])([O-:24])[O-:25].[C:39]([O-:40])(=[O:41])[CH3:42].[C:44]([O-:45])(=[O:46])[CH3:47].[CH:28]([CH:29]([CH3:30])[CH3:31])=[O:32].[Cs+:26].[Cs+:27].[O:33]1[CH2:34][CH2:35][O:36][CH2:37][CH2:38]1.[Pd+2:43]>>[c:2]1([C:29]([CH:28]=[O:32])([CH3:30])[CH3:31])[cH:3][c:4]2[c:9]([cH:10][cH:11]1)[C:8](=[O:12])[N:7]([CH2:13][c:14]1[cH:15][cH:16][c:17]([O:20][CH3:21])[cH:18][cH:19]1)[CH2:6][CH2:5]2. Starting materials: CN(C)C=O, O=C(O)c1noc(-c2ccc(C(F)(F)F)cc2)c1Cl, O=C(Cl)C(=O)Cl, ClCCl. Yields the product O=C(Cl)c1noc(-c2ccc(C(F)(F)F)cc2)c1Cl. Reaction SMILES: [CH3:29][N:30]([CH3:31])[CH:32]=[O:33].[Cl:1][c:2]1[c:3]([C:17](=[O:18])[OH:19])[n:4][o:5][c:6]1-[c:7]1[cH:8][cH:9][c:10]([C:13]([F:14])([F:15])[F:16])[cH:11][cH:12]1.[Cl:20][C:21]([C:22]([Cl:23])=[O:24])=[O:25].[Cl:26][CH2:27][Cl:28]>>[Cl:1][c:2]1[c:3]([C:17](=[O:19])[Cl:20])[n:4][o:5][c:6]1-[c:7]1[cH:8][cH:9][c:10]([C:13]([F:14])([F:15])[F:16])[cH:11][cH:12]1. Starting materials: O1C(OCC1)CCC1=CC=C(C(=O)N)C=C1 (4-(2-(1,3-dioxolan-2-yl)ethyl)benzamide), Cl (HCl). Solvent: C1CCOC1 (THF). Run at time 1 hour. Yields the product C(=O)CCC1=CC=C(C(=O)N)C=C1 (4-(2-formylethyl)benzamide). The yield is 99.9%. RXN SMILES: [O:1]1CCO[CH:2]1[CH2:6][CH2:7][C:8]1[CH:16]=[CH:15][C:11]([C:12]([NH2:14])=[O:13])=[CH:10][CH:9]=1.Cl>C1COCC1>[CH:2]([CH2:6][CH2:7][C:8]1[CH:16]=[CH:15][C:11]([C:12]([NH2:14])=[O:13])=[CH:10][CH:9]=1)=[O:1]. Procedure: To a stirred solution of 4-(2-(1,3-dioxolan-2-yl)ethyl)benzamide (0.50 g, 2.26 mmol) in THF (22 mL) was added 1 N HCl solution (20 mL) at room temperature. The mixture was heated at 80? 90? for 1 h and cooled to room temperature. After saturation with NaCl, the reaction mixture was extracted repeatedly with CHCl3 (5×20 mL). The combined CHCl3 solution was dried (anhydrous Na2SO4), filtered, and evaporated under reduced pressure to give 0.40 g (98%) of 4-(2-formylethyl)benzamide as a solid which ...